From a dataset of the Open Reaction Database (ORD), a public repository of structured organic reaction records. describe an organic reaction: reactants, conditions, products, and yield Reaction SMILES: [C:1]([N:5]1[C:9]2[CH:10]=[CH:11][CH:12]=[CH:13][C:8]=2[O:7][C:6]1=[O:14])(=[O:4])[CH2:2][CH3:3].[CH:15](=[O:22])[C:16]1[CH:21]=[CH:20][CH:19]=[CH:18][CH:17]=1>>[CH3:3][C@H:2]([C@H:15]([OH:22])[C:16]1[CH:21]=[CH:20][CH:19]=[CH:18][CH:17]=1)[C:1]([N:5]1[C:9]2[CH:10]=[CH:11][CH:12]=[CH:13][C:8]=2[O:7][C:6]1=[O:14])=[O:4]. The reactants are C(CC)(=O)N1C(OC2=C1C=CC=C2)=O (N-propionyl-2-benzoxazolinone), C(C1=CC=CC=C1)=O (benzaldehyde). The product is C[C@@H](C(=O)N1C(OC2=C1C=CC=C2)=O)[C@@H](C2=CC=CC=C2)O ((±)-N-[(2R*,3S*)-(2-methyl-3-hydroxy-3-phenylpropanoyl)]-2-benzoxazolone). Procedure: Prepared according to the method of paragraph C by reaction of N-propionyl-2-benzoxazolinone with benzaldehyde; mp 155–158° C. 1H NMR (CDCl3): δ 8.10 (m, 1H), 7.45 (m, 2H), 7.35 (m, 2H), 7.26 (m, 4H), 5.30 (d, 1H), 4.26 (dq, J=3, 6 Hz, 1H), 1.26 (d, 3H). 13C NMR (CDCl3): δ 175.6, 151.0, 142.2, 141.0, 128.4, 127.7, 126.0, 125.5, 124.9, 116.3, 110.0, 73.2, 46.0, 10.3. Reactants: BrC1=C2C=CC=CC2=C(C2=CC=CC=C12)C1=CC=C(C=C1)C=1OC2=C(N1)C=CC=C2 (2-[4-(10-bromo-9-anthryl)phenyl]benzoxazole), C1(=CC=C(C=C1)B(O)O)C1=CC=CC=C1 (4-biphenylboronic acid), C([O-])([O-])=O.[Na+].[Na+] (sodium carbonate), C1(=CC=CC=C1)C (toluene). Reagents/catalysts: C=1C=CC(=CC1)[P](C=2C=CC=CC2)(C=3C=CC=CC3)[Pd]([P](C=4C=CC=CC4)(C=5C=CC=CC5)C=6C=CC=CC6)([P](C=7C=CC=CC7)(C=8C=CC=CC8)C=9C=CC=CC9)[P](C=1C=CC=CC1)(C=1C=CC=CC1)C=1C=CC=CC1 (tetrakis(triphenylphosphine)palladium(0)). Run in O (water), C(C)O (ethanol). The product is C1(=CC=C(C=C1)C1=C2C=CC=CC2=C(C2=CC=CC=C12)C1=CC=C(C=C1)C=1OC2=C(N1)C=CC=C2)C2=CC=CC=C2 (2-{4-[10-(biphenyl-4-yl)-9-anthryl]phenyl}benzoxazole). Yield: 49.7%. Reaction SMILES: Br[C:2]1[C:15]2[C:10](=[CH:11][CH:12]=[CH:13][CH:14]=2)[C:9]([C:16]2[CH:21]=[CH:20][C:19]([C:22]3[O:23][C:24]4[CH:30]=[CH:29][CH:28]=[CH:27][C:25]=4[N:26]=3)=[CH:18][CH:17]=2)=[C:8]2[C:3]=1[CH:4]=[CH:5][CH:6]=[CH:7]2.[C:31]1([C:40]2[CH:45]=[CH:44][CH:43]=[CH:42][CH:41]=2)[CH:36]=[CH:35][C:34](B(O)O)=[CH:33][CH:32]=1.C(=O)([O-])[O-].[Na+].[Na+].C1(C)C=CC=CC=1>C1C=CC([P]([Pd]([P](C2C=CC=CC=2)(C2C=CC=CC=2)C2C=CC=CC=2)([P](C2C=CC=CC=2)(C2C=CC=CC=2)C2C=CC=CC=2)[P](C2C=CC=CC=2)(C2C=CC=CC=2)C2C=CC=CC=2)(C2C=CC=CC=2)C2C=CC=CC=2)=CC=1.O.C(O)C>[C:31]1([C:40]2[CH:41]=[CH:42][CH:43]=[CH:44][CH:45]=2)[CH:36]=[CH:35][C:34]([C:2]2[C:15]3[C:10](=[CH:11][CH:12]=[CH:13][CH:14]=3)[C:9]([C:16]3[CH:21]=[CH:20][C:19]([C:22]4[O:23][C:24]5[CH:30]=[CH:29][CH:28]=[CH:27][C:25]=5[N:26]=4)=[CH:18][CH:17]=3)=[C:8]3[C:3]=2[CH:4]=[CH:5][CH:6]=[CH:7]3)=[CH:33][CH:32]=1 |f:2.3.4,^1:62,64,83,102|. Procedure details: In a 100 mL three-neck flask, 0.91 g (2.0 mmol) of 2-[4-(10-bromo-9-anthryl)phenyl]benzoxazole, 0.44 g (2.2 mmol) of 4-biphenylboronic acid, 0.47 g (4.4 mmol) of sodium carbonate, 10 mL of toluene, 3 mL of ethanol, and 3 mL of water were placed. The mixture was degassed by being stirred under reduced pressure, and the air in the flask was replaced with nitrogen. To the mixture, 29 mg (0.025 mmol) of tetrakis(triphenylphosphine)palladium(0) was added, and the mixture was stirred under nitrogen st...